From a dataset of the Open Reaction Database (ORD), a public repository of structured organic reaction records. describe an organic reaction: reactants, conditions, products, and yield The reactants are CCN(CC)C(=O)c1ccc(Cc2ccccc2O)cc1, OCC1CO1, [Na+], C1COCCO1, [OH-], O. Yields the product CCN(CC)C(=O)c1ccc(Cc2ccccc2OCC(O)CO)cc1. RXN SMILES: [CH2:1]([CH3:2])[N:3]([C:4](=[O:5])[c:6]1[cH:7][cH:8][c:9]([CH2:10][c:11]2[c:12]([OH:17])[cH:13][cH:14][cH:15][cH:16]2)[cH:18][cH:19]1)[CH2:20][CH3:21].[CH:24]1([CH2:25][OH:26])[CH2:27][O:28]1.[Na+:23].[O:29]1[CH2:30][CH2:31][O:32][CH2:33][CH2:34]1.[OH-:22].[OH2:35]>>[CH2:1]([CH3:2])[N:3]([C:4](=[O:5])[c:6]1[cH:7][cH:8][c:9]([CH2:10][c:11]2[c:12]([O:17][CH2:27][CH:24]([CH2:25][OH:26])[OH:28])[cH:13][cH:14][cH:15][cH:16]2)[cH:18][cH:19]1)[CH2:20][CH3:21].